From a dataset of the Open Reaction Database (ORD), a public repository of structured organic reaction records. describe an organic reaction: reactants, conditions, products, and yield Starting materials: C(C)OC(=O)C=1C(=NC(=C(C1C(=O)OCC)[N+](=O)[O-])C1=CC=CC=C1)F (3,4-diethoxycarbonyl-2-fluoro-5-nitro-6-phenylpyridine), reduced iron, C(C)(=O)O (acetic acid). Run in C(C)O (ethanol). Yields the product NC=1C(=NC(=C(C1C(=O)OCC)C(=O)OCC)F)C1=CC=CC=C1 (3-Amino-6-fluoro-4,5-diethoxycarbonyl-2-phenylpyridine). As a reaction SMILES: [CH2:1]([O:3][C:4]([C:6]1[C:7]([F:26])=[N:8][C:9]([C:20]2[CH:25]=[CH:24][CH:23]=[CH:22][CH:21]=2)=[C:10]([N+:17]([O-])=O)[C:11]=1[C:12]([O:14][CH2:15][CH3:16])=[O:13])=[O:5])[CH3:2].C(O)(=O)C>C(O)C>[NH2:17][C:10]1[C:9]([C:20]2[CH:21]=[CH:22][CH:23]=[CH:24][CH:25]=2)=[N:8][C:7]([F:26])=[C:6]([C:4]([O:3][CH2:1][CH3:2])=[O:5])[C:11]=1[C:12]([O:14][CH2:15][CH3:16])=[O:13]. Procedure details: In 5 ml of ethanol was dissolved 160 mg of 3,4-diethoxycarbonyl-2-fluoro-5-nitro-6-phenylpyridine, and 120 mg (5 eq.) of reduced iron was added to the solution, followed by addition of 0.5 ml (20 eq.) of acetic acid. After the mixture was refluxed for 30 minutes, the solvent was distilled off. The residue was neutralized with sodium hydrogencarbonate, followed by extraction with ethyl acetate. After the precipitate was removed by filtration, the obtained organic layer was washed with water and a... The reactants are O=C(O)c1csc(Br)n1, CCN(C(C)C)C(C)C, ClCCl, C1CCC2NCCCC2C1. Product: O=C(c1csc(Br)n1)N1CCCC2CCCCC21. Reaction SMILES: [Br:1][c:2]1[s:3][cH:4][c:5]([C:7](=[O:8])[OH:9])[n:6]1.[CH:20]([N:21]([CH2:22][CH3:23])[CH:24]([CH3:25])[CH3:26])([CH3:27])[CH3:28].[Cl:29][CH2:30][Cl:31].[NH:10]1[CH2:11][CH2:12][CH2:13][CH:14]2[CH2:15][CH2:16][CH2:17][CH2:18][CH:19]12>>[Br:1][c:2]1[s:3][cH:4][c:5]([C:7](=[O:9])[N:10]2[CH2:11][CH2:12][CH2:13][CH:14]3[CH2:15][CH2:16][CH2:17][CH2:18][CH:19]23)[n:6]1. The product is O1CCC=2C1=C(N=CC2)N2CCN(CC2)CC[C@@H]2CC[C@H](CC2)NC(C[C@@H]2CC[C@H](CC2)OC)=O (trans-N-(4-{2-[4-(2,3-Dihydro-furo[2,3-c]pyridin-7-yl)-piperazin-1-yl]-ethyl}-cyclohexyl)-trans-2-(4-methoxy-cyclohexyl)-acetamide). As a reaction SMILES: Cl.Cl.Cl.[O:4]1[C:8]2=[C:9]([N:13]3[CH2:18][CH2:17][N:16]([CH2:19][CH2:20][C@H:21]4[CH2:26][CH2:25][C@H:24]([NH2:27])[CH2:23][CH2:22]4)[CH2:15][CH2:14]3)[N:10]=[CH:11][CH:12]=[C:7]2[CH2:6][CH2:5]1.[CH3:28][O:29][C@H:30]1[CH2:35][CH2:34][C@H:33]([CH2:36][C:37](O)=[O:38])[CH2:32][CH2:31]1>>[O:4]1[C:8]2=[C:9]([N:13]3[CH2:18][CH2:17][N:16]([CH2:19][CH2:20][C@H:21]4[CH2:26][CH2:25][C@H:24]([NH:27][C:37](=[O:38])[CH2:36][C@H:33]5[CH2:34][CH2:35][C@H:30]([O:29][CH3:28])[CH2:31][CH2:32]5)[CH2:23][CH2:22]4)[CH2:15][CH2:14]3)[N:10]=[CH:11][CH:12]=[C:7]2[CH2:6][CH2:5]1 |f:0.1.2.3|. Reactants: solid, Cl.Cl.Cl.O1CCC=2C1=C(N=CC2)N2CCN(CC2)CC[C@@H]2CC[C@H](CC2)N (trans-4-{2-[4-(2,3-dihydro-furo[2,3-c]pyridin-7-yl)-piperazin-1-yl]-ethyl}-cyclohexylamine trihydrochloride), Cl.Cl.Cl.O1CCC=2C1=C(N=CC2)N2CCN(CC2)CC[C@@H]2CC[C@H](CC2)N (trans-4-{2-[4-(2,3-dihydro-furo[2,3-c]pyridin-7-yl)-piperazin-1-yl]-ethyl}-cyclohexylamine trihydrochloride), CO[C@@H]1CC[C@H](CC1)CC(=O)O (trans-2-(4-methoxy-cyclohexyl)-acetic acid). Procedure details: The title compound, white solid (106 mg, 88%), MS (ISP) m/z=485.5 [(M+H)+], mp 188.5° C., was prepared in accordance with the general method of example 6 from trans-4-{2-[4-(2,3-dihydro-furo[2,3-c]pyridin-7-yl)-piperazin-1-yl]-ethyl}-cyclohexylamine trihydrochloride (intermediate B) (110 mg, 0.25 mmol) and trans-2-(4-methoxy-cyclohexyl)-acetic acid.